Dataset: the Open Reaction Database (ORD), a public repository of structured organic reaction records. Task: describe an organic reaction: reactants, conditions, products, and yield Run in C(C)(=O)O (acetic acid). RXN SMILES: [N+:1]([C:4]1[CH:5]=[CH:6][C:7]([O:25][CH2:26][CH:27]=[CH2:28])=[C:8]([C:10]2[O:11][C:12]3[CH:18]=[CH:17][C:16]([C:19]4[CH:24]=[CH:23][CH:22]=[CH:21][CH:20]=4)=[CH:15][C:13]=3[N:14]=2)[CH:9]=1)([O-])=O>C(O)(=O)C.[Zn]>[NH2:1][C:4]1[CH:5]=[CH:6][C:7]([O:25][CH2:26][CH:27]=[CH2:28])=[C:8]([C:10]2[O:11][C:12]3[CH:18]=[CH:17][C:16]([C:19]4[CH:24]=[CH:23][CH:22]=[CH:21][CH:20]=4)=[CH:15][C:13]=3[N:14]=2)[CH:9]=1. Isolated yield 172.2%. Procedure: Powdered zinc (377 mg, 5.8 mmol) was added to a solution of 2-(5-nitro-2-allyloxyphenyl)-5-phenylbenzoxazole (216 mg, 0.58 mmol) in acetic acid (2 ml). After 2 h the reaction mixture was filtered through celite and the filtrate concentrated. The residue was dissolved in ethyl acetate (10 ml) and washed with saturated sodium hydrogen carbonate solution (2×25 ml). The organic layer was dried over sodium sulfate and concentrated to give the subtitle compound (342 mg, 100%). The product was used dir... Yields the product NC=1C=CC(=C(C1)C=1OC2=C(N1)C=C(C=C2)C2=CC=CC=C2)OCC=C (2-(5-Amino-2-allyloxyphenyl)-5-phenylbenzoxazole). The reactants are [N+](=O)([O-])C=1C=CC(=C(C1)C=1OC2=C(N1)C=C(C=C2)C2=CC=CC=C2)OCC=C (2-(5-nitro-2-allyloxyphenyl)-5-phenylbenzoxazole). Reagents/catalysts: [Zn] (zinc).